Dataset: the Open Reaction Database (ORD), a public repository of structured organic reaction records. Task: describe an organic reaction: reactants, conditions, products, and yield Reactants: N (ammonia), ClC(=O)N1C2=C(NC(C3=C1C=CC=C3)=O)C=CC=N2 (11-(chlorocarbonyl)-5,11-dihydro-6H-pyrido[2,3-b][1,4]benzodiazepin-6-one), N1(CCCC1)CCCCC1CN(CCC1)CCN (2-[3-[4-(pyrrolidin-l-yl)butyl]-piperidin-l-yl]ethanamine), C1(=C(C(=C(C(=C1F)F)F)N)F)N.Cl.Cl (dihydrochloride). Solvent: ClCCl.C(C)O (dichloromethane ethanol). Yields the product Cl.Cl.N1(CCCC1)CCCCC1CN(CCC1)CCNC(=O)N1C2=C(NC(C3=C1C=CC=C3)=O)C=CC=N2 (5,11-Dihydro-11-[[[2-[3-[4-(pyrrolidin-l-yl)butyl]-piperidin-l-yl]ethyl]amino]carbonyl]-6H-pyrido[2,3-b][1,4]benzodiazepin-6-one dihydrochloride). The yield is 35.0%. RXN SMILES: [Cl:1][C:2]([N:4]1[C:10]2[CH:11]=[CH:12][CH:13]=[CH:14][C:9]=2[C:8](=[O:15])[NH:7][C:6]2[CH:16]=[CH:17][CH:18]=[N:19][C:5]1=2)=[O:3].[N:20]1([CH2:25][CH2:26][CH2:27][CH2:28][CH:29]2[CH2:34][CH2:33][CH2:32][N:31]([CH2:35][CH2:36][NH2:37])[CH2:30]2)[CH2:24][CH2:23][CH2:22][CH2:21]1.C1(N)C(F)=C(F)C(F)=C(N)C=1F.[ClH:50].Cl.N>ClCCl.C(O)C>[ClH:1].[ClH:50].[N:20]1([CH2:25][CH2:26][CH2:27][CH2:28][CH:29]2[CH2:34][CH2:33][CH2:32][N:31]([CH2:35][CH2:36][NH:37][C:2]([N:4]3[C:10]4[CH:11]=[CH:12][CH:13]=[CH:14][C:9]=4[C:8](=[O:15])[NH:7][C:6]4[CH:16]=[CH:17][CH:18]=[N:19][C:5]3=4)=[O:3])[CH2:30]2)[CH2:21][CH2:22][CH2:23][CH2:24]1 |f:2.3.4,6.7,8.9.10|. Reported procedure: Prepared analogously to Example 46 from 11-(chlorocarbonyl)-5,11-dihydro-6H-pyrido[2,3-b][1,4]benzodiazepin-6-one and 2-[3-[4-(pyrrolidin-l-yl)butyl]-piperidin-l-yl]ethanamine in a yield of 35% of theory. The colourless dihydrochloride melted at 170°-172° C.; RF 0.69 (HPTLC ready-made silica gel plates 60 F254 for Nano-TLC, Messrs Merck; eluant: dichloromethane/ethanol/conc. ammonia 65/30/5 v/v/v). Reactants: O=C([O-])O, Cc1cccc(N=C=O)c1, COC(=O)CC(N)C(=O)O, [Na+], O. Product: COC(=O)CC(NC(=O)Nc1cccc(C)c1)C(=O)O. As a reaction SMILES: [C:21](=[O:22])([OH:23])[O-:24].[CH3:1][c:2]1[cH:3][c:4]([N:8]=[C:9]=[O:10])[cH:5][cH:6][cH:7]1.[NH2:11][CH:12]([C:13](=[O:14])[OH:15])[CH2:16][C:17](=[O:18])[O:19][CH3:20].[Na+:25].[OH2:26]>>[CH3:1][c:2]1[cH:3][c:4]([NH:8][C:9](=[O:10])[NH:11][CH:12]([C:13](=[O:14])[OH:15])[CH2:16][C:17](=[O:18])[O:19][CH3:20])[cH:5][cH:6][cH:7]1. The reactants are N (ammonia), NC=1C=C(OC=2N=C(C(=NC2CC)C(=O)N)NC2=CC(=C(C=C2)N2CCC3(OCCO3)CC2)C)C=CC1 (5-(3-aminophenoxy)-3-{[4-(1,4-dioxa-8-azaspiro[4.5]dec-8-yl)-3-methylphenyl]amino}-6-ethylpyrazine-2-carboxamide), Cl (hydrochloric acid), C(C)(=O)O (acetic acid). The solvent is O (water). Run at temperature 80 celsius, time 5 hour. Product: NC=1C=C(OC=2N=C(C(=NC2CC)C(=O)N)NC2=CC(=C(C=C2)N2CCC(CC2)=O)C)C=CC1 (5-(3-aminophenoxy)-6-ethyl-3-{[3-methyl-4-(4-oxopiperidin-1-yl)phenyl]amino}pyrazine-2-carboxamide). The yield is 96.5%. RXN SMILES: [NH2:1][C:2]1[CH:3]=[C:4]([CH:35]=[CH:36][CH:37]=1)[O:5][C:6]1[N:7]=[C:8]([NH:17][C:18]2[CH:23]=[CH:22][C:21]([N:24]3[CH2:33][CH2:32][C:27]4(OCC[O:28]4)[CH2:26][CH2:25]3)=[C:20]([CH3:34])[CH:19]=2)[C:9]([C:14]([NH2:16])=[O:15])=[N:10][C:11]=1[CH2:12][CH3:13].Cl.C(O)(=O)C.N>O>[NH2:1][C:2]1[CH:3]=[C:4]([CH:35]=[CH:36][CH:37]=1)[O:5][C:6]1[N:7]=[C:8]([NH:17][C:18]2[CH:23]=[CH:22][C:21]([N:24]3[CH2:25][CH2:26][C:27](=[O:28])[CH2:32][CH2:33]3)=[C:20]([CH3:34])[CH:19]=2)[C:9]([C:14]([NH2:16])=[O:15])=[N:10][C:11]=1[CH2:12][CH3:13]. Procedure details: A mixture of 5-(3-aminophenoxy)-3-{[4-(1,4-dioxa-8-azaspiro[4.5]dec-8-yl)-3-methylphenyl]amino}-6-ethylpyrazine-2-carboxamide (840 mg) and 3 M hydrochloric acid (6 mL) was stirred at 80° C. for 5 hours, and then acetic acid (1.5 mL) was added thereto, followed by stirring at 80° C. overnight. The reaction mixture was left to be cooled, and then water (30 mL) was added thereto, followed by ice-cooling. The pH was adjusted to 9 by the addition of concentrated ammonia. The precipitated solid was co...